The task is: describe an organic reaction: reactants, conditions, products, and yield. This data is from the Open Reaction Database (ORD), a public repository of structured organic reaction records. The reactants are ClC=1C(=NC=CC1)N1CCC(CC1)(C(=O)O)O (1-(3-Chloro-2-pyridinyl)-4-hydroxy-4-piperidinecarboxylic acid), CCN=C=NCCCN(C)C (EDCI), FC(C1=CC=C(N)C=C1)(F)F (4-(trifluoromethyl)aniline). Run in ClCCl (dichloromethane). Conditions: time 8 hour. Yields the product ClC=1C(=NC=CC1)N1CCC(CC1)(C(=O)NC1=CC=C(C=C1)C(F)(F)F)O (1-(3-chloro-2-pyridinyl)-4-hydroxy-N-[4-(trifluoromethyl)phenyl]-4-piperidinecarboxamide). RXN SMILES: [Cl:1][C:2]1[C:3]([N:8]2[CH2:13][CH2:12][C:11]([OH:17])([C:14]([OH:16])=O)[CH2:10][CH2:9]2)=[N:4][CH:5]=[CH:6][CH:7]=1.CCN=C=NCCCN(C)C.[F:29][C:30]([F:39])([F:38])[C:31]1[CH:37]=[CH:36][C:34]([NH2:35])=[CH:33][CH:32]=1>ClCCl>[Cl:1][C:2]1[C:3]([N:8]2[CH2:9][CH2:10][C:11]([OH:17])([C:14]([NH:35][C:34]3[CH:36]=[CH:37][C:31]([C:30]([F:29])([F:38])[F:39])=[CH:32][CH:33]=3)=[O:16])[CH2:12][CH2:13]2)=[N:4][CH:5]=[CH:6][CH:7]=1. Procedure: 1-(3-Chloro-2-pyridinyl)-4-hydroxy-4-piperidinecarboxylic acid, EDCI (525 mg, 2.7 mmol), and 4-(trifluoromethyl)aniline in dichloromethane (10 mL) were combined at room temperature and stirred overnight. Standard work-up gave a crude product which was purified via chromatography (SiO2, ethyl acetate:hexanes, 1:9). 1H NMR (500 MHz, CDCl3) δ 8.90 (s(br), 1H), 8.20 (dd, 1H), 7.74 (d, 2H), 7.61 (m, 3H), 6.86 (dd, 1H), 3.80 (m, 2H), 3.18 (m, 2H), 2.50 (m, 2H), 1.78 (m, 2H); MS (ESI, M+H)+400. Run in C1CCOC1 (THF), CCCCCC (hexane). Conditions: time 15 minute. Yields the product CC(C)[C@@H]1N(C(OC1)=O)C(CC)=O ((4S)-(1-methylethyl)-3-(1-oxopropyl)-2-oxazolidinone). Procedure: α(R)-Methylcyclohexanepropionic acid chloride: Under argon, a 1.6M hexane solution of burylithium (100 mL, 160 mmol) was added to a cooled solution (-30° to -40°) of 4(S)-(1-methylethyl)-2-oxazolidinone (20.7 g, 160 mmol), see L. N. Pridgen et al., J. Org. Chem., 54, 3231 (1989), in dry THF (200 mL). After 15 min, the mixture was cooled to -78° and propionyl chloride (14.2 mL, 163 mmol) was added. After 5 min at -78°, the reaction mixture was allowed to warm to 0°. The mixture then was treated w... The yield is 74.0%. Reactants: C(=O)(O)[O-].[Na+] (NaHCO3), C[C@@H](C(=O)Cl)CC1CCCCC1 (α(R)-Methylcyclohexanepropionic acid chloride), CC(C)[C@@H]1NC(OC1)=O (4(S)-(1-methylethyl)-2-oxazolidinone), C(CC)(=O)Cl (propionyl chloride). As a reaction SMILES: [CH3:1][C@H:2](CC1CCCCC1)[C:3](Cl)=[O:4].[CH3:13][CH:14]([C@H:16]1[CH2:20][O:19][C:18](=[O:21])[NH:17]1)[CH3:15].C(Cl)(=O)CC.C([O-])(O)=O.[Na+]>C1COCC1.CCCCCC>[CH3:13][CH:14]([C@H:16]1[CH2:20][O:19][C:18](=[O:21])[N:17]1[C:3](=[O:4])[CH2:2][CH3:1])[CH3:15] |f:3.4|. Starting materials: ClC1=NC=CC(=N1)Cl (2,4-dichloropyrimidine), C(CC#C)C1=CC=CC=C1 (1-(but-3-ynyl)benzene). Yields the product ClC1=NC=CC(=N1)C#CCCC1=CC=CC=C1 (2-chloro-4-(4-phenylbut-1-ynyl)pyrimidine). Isolated yield 68.5%. As a reaction SMILES: [Cl:1][C:2]1[N:7]=[C:6](Cl)[CH:5]=[CH:4][N:3]=1.[CH2:9]([C:13]1[CH:18]=[CH:17][CH:16]=[CH:15][CH:14]=1)[CH2:10][C:11]#[CH:12]>>[Cl:1][C:2]1[N:7]=[C:6]([C:12]#[C:11][CH2:10][CH2:9][C:13]2[CH:18]=[CH:17][CH:16]=[CH:15][CH:14]=2)[CH:5]=[CH:4][N:3]=1. Reported procedure: The title compound was prepared in accordance with the general method of Example 1, from 2,4-dichloropyrimidine (250 mg, 1.68 mmol) and 1-(but-3-ynyl)benzene (218 mg, 1.68 mmol). The crude residue was purified by flash chromatography (cyclohexane/AcOEt 9:1) to yield 280 mg (1.15 mmol, 69%) of 2-chloro-4-(4-phenylbut-1-ynyl)pyrimidine as a brown oil.